This data is from the Open Reaction Database (ORD), a public repository of structured organic reaction records. The task is: describe an organic reaction: reactants, conditions, products, and yield The reactants are ClC=1C=C2C(C(N(C2=CC1)CC1=C(C=C(C=C1)OC)OC)=O)(O)C1=C(C=CC(=C1)COCOC)Cl (5-Chloro-3-(2-chloro-5-methoxymethoxymethylphenyl)-1-(2,4-dimethoxybenzyl)-3-hydroxyindolin-2-one), CO (methanol), Cl (hydrochloric acid). Solvent: ClCCl (dichloromethane), O (water). The product is ClC=1C=C2C(C(N(C2=CC1)CC1=C(C=C(C=C1)OC)OC)=O)(O)C1=C(C=CC(=C1)CO)Cl (5-Chloro-3-(2-chloro-5-hydroxymethylphenyl)-1-(2,4-dimethoxybenzyl)-3-hydroxyindolin-2-one). RXN SMILES: [Cl:1][C:2]1[CH:3]=[C:4]2[C:8](=[CH:9][CH:10]=1)[N:7]([CH2:11][C:12]1[CH:17]=[CH:16][C:15]([O:18][CH3:19])=[CH:14][C:13]=1[O:20][CH3:21])[C:6](=[O:22])[C:5]2([C:24]1[CH:29]=[C:28]([CH2:30][O:31]COC)[CH:27]=[CH:26][C:25]=1[Cl:35])[OH:23].CO.Cl>ClCCl.O>[Cl:1][C:2]1[CH:3]=[C:4]2[C:8](=[CH:9][CH:10]=1)[N:7]([CH2:11][C:12]1[CH:17]=[CH:16][C:15]([O:18][CH3:19])=[CH:14][C:13]=1[O:20][CH3:21])[C:6](=[O:22])[C:5]2([C:24]1[CH:29]=[C:28]([CH2:30][OH:31])[CH:27]=[CH:26][C:25]=1[Cl:35])[OH:23]. Reported procedure: A mixture of 0:307 g of the compound of Example 19, 15 ml of methanol and 1 ml of 10N hydrochloric acid is heated at 50° C. for 2 hours. The solvent is evaporated under reduced pressure and the residue obtained is taken up in dichloromethane and water. The organic phase is washed twice with water and then dried over anhydrous sodium sulphate. The solvents are evaporated under reduced pressure. The expected product is isolated after solidifying in cyclohexane, filtering and drying at 30° C. under...